describe an organic reaction: reactants, conditions, products, and yield From a dataset of the Open Reaction Database (ORD), a public repository of structured organic reaction records. As a reaction SMILES: [C:1]([C:3]#[C:4][C:5]([C:8]1[CH:13]=[CH:12][C:11]([O:14][CH3:15])=[CH:10][CH:9]=1)([CH3:7])[CH3:6])#[N:2].C(C1(C2C=CC(OC)=C(C=2)[CH:26]=[O:27])CC1)#N>>[C:1]([C:3]#[C:4][C:5]([C:8]1[CH:13]=[CH:12][C:11]([O:14][CH3:15])=[C:10]([CH:9]=1)[CH:26]=[O:27])([CH3:7])[CH3:6])#[N:2]. The reactants are C(#N)C#CC(C)(C)C1=CC=C(C=C1)OC (4-(3-Cyano-1,1-dimethyl-2-propynyl)anisole), C(#N)C1(CC1)C=1C=CC(=C(C=O)C1)OC (5-(1-Cyanocyclopropyl)-2-methoxybenzaldehyde). The product is C(#N)C#CC(C)(C)C=1C=CC(=C(C=O)C1)OC (5-(3-Cyano-1,1-dimethyl-2-propynyl)-2-methoxybenzaldehyde). Procedure: This compound was prepared from Compound 63 in the same manner of Compound 2. Conditions: time 1 hour. Reactants: C(CCCCCC)SC1=NN2C(=NC=C(C2=O)C#C[Si](C)(C)C)S1 (2-heptylthio-6-trimethylsilylethynyl-5H-1,3,4-thiadiazolo[3,2-a]pyrimidin-5-one), [F-].C(CCC)[N+](CCCC)(CCCC)CCCC (tetrabutylammonium fluoride). The product is C(#C)C1=CN=C2N(C1=O)N=C(S2)SCCCCCCC (6-ethynyl-2-heptylthio-5H-1,3,4-thiadiazolo[3,2-a]pyrimidin-5-one). RXN SMILES: [CH2:1]([S:8][C:9]1[S:24][C:12]2=[N:13][CH:14]=[C:15]([C:18]#[C:19][Si](C)(C)C)[C:16](=[O:17])[N:11]2[N:10]=1)[CH2:2][CH2:3][CH2:4][CH2:5][CH2:6][CH3:7].[F-].C([N+](CCCC)(CCCC)CCCC)CCC>O1CCCC1>[C:18]([C:15]1[C:16](=[O:17])[N:11]2[N:10]=[C:9]([S:8][CH2:1][CH2:2][CH2:3][CH2:4][CH2:5][CH2:6][CH3:7])[S:24][C:12]2=[N:13][CH:14]=1)#[CH:19] |f:1.2|. Isolated yield 70.0%. Procedure details: In 100 ml of tetrahydrofurane, 5.4 g of the thus obtained 2-heptylthio-6-trimethylsilylethynyl-5H-1,3,4-thiadiazolo[3,2-a]pyrimidin-5-one, and the solution was cooled to -65° C. in an acetone-dry ice bath. To the cooled solution, a solution of 0.93 g of tetrabutylammonium fluoride in 200 ml of tetrahydrofurane was added dropwise. The solution was stirred at -70°~-65° C. for 1 hour. After the solution was brought to room temperature, the solution was filtered, and the filtrate was concentrated un... Solvent: O1CCCC1 (tetrahydrofurane), O1CCCC1 (tetrahydrofurane). The reactants are ClC1=C(C=C(C=C1)C)C1CC(CC(C1)=O)=O (5-(2-chloro-5-methylphenyl)cyclohexane-1,3-dione), C(C)(=O)[O-].[NH4+] (ammonium acetate). Run in C(C)O (ethanol). The product is NC1=CC(CC(C1)C1=C(C=CC(=C1)C)Cl)=O (1-amino-5-(2-chloro-5-methylphenyl)cyclohexen-3-one). The yield is 97.1%. As a reaction SMILES: [Cl:1][C:2]1[CH:7]=[CH:6][C:5]([CH3:8])=[CH:4][C:3]=1[CH:9]1[CH2:14][C:13](=O)[CH2:12][C:11](=[O:16])[CH2:10]1.C([O-])(=O)C.[NH4+:21]>C(O)C>[NH2:21][C:13]1[CH2:14][CH:9]([C:3]2[CH:4]=[C:5]([CH3:8])[CH:6]=[CH:7][C:2]=2[Cl:1])[CH2:10][C:11](=[O:16])[CH:12]=1 |f:1.2|. Reported procedure: A solution of 5-(2-chloro-5-methylphenyl)cyclohexane-1,3-dione (3.0 g) and ammonium acetate (2.9 g) in ethanol (50 ml) was refluxed for 13 hours. Under reduced pressure, the solvent was evaporated, and precipitated crystals were washed with water and toluene, and dried to give 1-amino-5-(2-chloro-5-methylphenyl)cyclohexen-3-one (2.9 g).